This data is from the Open Reaction Database (ORD), a public repository of structured organic reaction records. The task is: describe an organic reaction: reactants, conditions, products, and yield Reactants: compound 139, Cl.ClCC1=C(N=C2N1C=C(C=C2)C)C2=CC=C(C=C2)C (3-(chloromethyl)-6-methyl-2-p-tolylimidazo[1,2-a]pyridine hydrochloride), N1=NC(=NC=C1)N (1,2,4-triazin-3-amine). Reaction SMILES: Cl.Cl[CH2:3][C:4]1[N:8]2[CH:9]=[C:10]([CH3:13])[CH:11]=[CH:12][C:7]2=[N:6][C:5]=1[C:14]1[CH:19]=[CH:18][C:17]([CH3:20])=[CH:16][CH:15]=1.[N:21]1[CH:26]=[CH:25][N:24]=[C:23]([NH2:27])[N:22]=1>>[CH3:13][C:10]1[CH:11]=[CH:12][C:7]2[N:8]([C:4]([CH2:3][NH:27][C:23]3[N:22]=[N:21][CH:26]=[CH:25][N:24]=3)=[C:5]([C:14]3[CH:19]=[CH:18][C:17]([CH3:20])=[CH:16][CH:15]=3)[N:6]=2)[CH:9]=1 |f:0.1|. Product: CC=1C=CC=2N(C1)C(=C(N2)C2=CC=C(C=C2)C)CNC=2N=NC=CN2 ((6-Methyl-2-p-tolyl-imidazo[1,2-a]pyridin-3-ylmethyl)-[1,2,4]triazin-3-yl-amine). Procedure: The title compound was prepared according to Method A and the experimentals described for compound 139 from 3-(chloromethyl)-6-methyl-2-p-tolylimidazo[1,2-a]pyridine hydrochloride and 1,2,4-triazin-3-amine. m/e+ 331 for C19H19N6 [M+H]+; 1H-NMR (400 MHz, CDCl3) δ 8.60 (d, J=2.2 Hz, 1H), 8.04 (s, 1H), 8.00 (d, J=2.2 Hz, 1H), 7.86 (s, 1H), 7.64 (d, J=8.0 Hz, 2H), 7.53 (d, J=9.1 Hz, 1H), 7.22 (d, J=8.0 Hz, 2H), 7.05 (dd, J=1.4, 9.1 Hz, 1H), 5.11 (s, 2H), 2.37 (s, 3H), 2.27 (s, 3H) ppm. Starting materials: [Li+].[OH-] (LiOH), Cl (HCl), C(CCC\C=C/C\C=C/C\C=C/C\C=C/C\C=C/CC)SC(C(=O)OCC)CC (Ethyl 2-((5Z,8Z,11Z,14Z,17Z)-icosa-5,8,11,14,17-pentaenylthio)butanoate). Solvent: O (water), O (H2O), O (water), C(C)O (ethanol). Reaction conditions: temperature 70 celsius, time 2 hour. Product: C(CCC\C=C/C\C=C/C\C=C/C\C=C/C\C=C/CC)SC(C(=O)O)CC (2-((5Z,8Z,11Z,14Z,17Z)-icosa-5,8,11,14,17-pentaenylthio)butanoic acid). The yield is 78.8%. As a reaction SMILES: [CH2:1]([S:21][CH:22]([CH2:28][CH3:29])[C:23]([O:25]CC)=[O:24])[CH2:2][CH2:3][CH2:4]/[CH:5]=[CH:6]\[CH2:7]/[CH:8]=[CH:9]\[CH2:10]/[CH:11]=[CH:12]\[CH2:13]/[CH:14]=[CH:15]\[CH2:16]/[CH:17]=[CH:18]\[CH2:19][CH3:20].[Li+].[OH-].Cl>C(O)C.O>[CH2:1]([S:21][CH:22]([CH2:28][CH3:29])[C:23]([OH:25])=[O:24])[CH2:2][CH2:3][CH2:4]/[CH:5]=[CH:6]\[CH2:7]/[CH:8]=[CH:9]\[CH2:10]/[CH:11]=[CH:12]\[CH2:13]/[CH:14]=[CH:15]\[CH2:16]/[CH:17]=[CH:18]\[CH2:19][CH3:20] |f:1.2|. Reported procedure: Ethyl 2-((5Z,8Z,11Z,14Z,17Z)-icosa-5,8,11,14,17-pentaenylthio)butanoate (209 mg, 0.50 mmol) was dissolved in ethanol (2.5 mL) and added to a solution of LiOH×H2O (168 mg, 4.0 mmol) in water (2.5 mL). The resulting turbid solution was stirred at 70° C. under inert atmosphere for 2 hours, cooled and added water (10 mL) and 1 M HCl (5 mL) to pH=1-2. The mixture was extracted with heptane (2×20 mL) and diethyl ether (20 mL). The combined organic extracts were dried (MgSO4), filtered and concentrated... RXN SMILES: [C:1]([CH3:2])([CH3:3])([CH3:4])[O:5][C:6](=[O:7])[N:8]1[CH:9]2[CH2:10][N:11]([c:15]3[n:16][cH:17][c:18]([Br:21])[cH:19][n:20]3)[CH:12]([CH2:13]1)[CH2:14]2.[CH2:22]([CH2:23][CH2:35][CH3:36])[Sn:24]([CH2:25][CH2:26][CH2:27][CH3:28])([CH2:29][CH2:30][CH2:31][CH3:32])[CH:33]=[CH2:34].[CH3:37][CH2:38][O:39][C:40](=[O:41])[CH3:42].[O:44]=[CH:45][N:46]([CH3:47])[CH3:48].[OH2:43]>>[C:1]([CH3:2])([CH3:3])([CH3:4])[O:5][C:6](=[O:7])[N:8]1[CH:9]2[CH2:10][N:11]([c:15]3[n:16][cH:17][c:18]([CH:22]=[CH2:23])[cH:19][n:20]3)[CH:12]([CH2:13]1)[CH2:14]2. Starting materials: CC(C)(C)OC(=O)N1CC2CC1CN2c1ncc(Br)cn1, C=C[Sn](CCCC)(CCCC)CCCC, CCOC(C)=O, CN(C)C=O, O. Product: C=Cc1cnc(N2CC3CC2CN3C(=O)OC(C)(C)C)nc1. Procedure details: The procedure used for the preparation of Example 24 was used to prepare the title compound from N-(8-hydroxy-2,3-dihydroimidazo[1,2-c]quinazolin-5-yl)nicotinamide (Example 2-5 in WO2004029055) and 1-[(3-chloropropyl)sulfonyl]-4-methylpiperazine (Intermediate D) (70 mg, 16%). TLC: Rf=0.08 in 10% MeOH/CH2Cl2, HPLC MS RT=1.06 min, MH+=512.1; 1H NMR (DMSO-d6) δ: 2.12-2.37 (2H, m), 2.37 (3H, s), 3.15-3.23 (6H, m), 3.30-3.33 (4H, m), 4.00-4.20 (6H, m), 6.84 (1H, d), 7.29 (1H, s), 7.51 (1H, dd), 7.75 ... Product: CN1CCN(CC1)S(=O)(=O)CCCOC=1C=CC=2C=3N(C(=NC2C1)NC(C1=CN=CC=C1)=O)CCN3 (N-(8-{3-[(4-methylpiperazin-1-yl)sulfonyl]propoxy}-2,3-dihydroimidazo[1,2-c]quinazolin-5-yl)nicotinamide). Starting materials: OC=1C=CC=2C=3N(C(=NC2C1)NC(C1=CN=CC=C1)=O)CCN3 (N-(8-hydroxy-2,3-dihydroimidazo[1,2-c]quinazolin-5-yl)nicotinamide), ClCCCS(=O)(=O)N1CCN(CC1)C (1-[(3-chloropropyl)sulfonyl]-4-methylpiperazine), ClCCCS(=O)(=O)N1CCN(CC1)C (1-[(3-chloropropyl)sulfonyl]-4-methylpiperazine). RXN SMILES: [OH:1][C:2]1[CH:3]=[CH:4][C:5]2[C:6]3[N:7]([CH2:21][CH2:22][N:23]=3)[C:8]([NH:12][C:13](=[O:20])[C:14]3[CH:19]=[CH:18][CH:17]=[N:16][CH:15]=3)=[N:9][C:10]=2[CH:11]=1.Cl[CH2:25][CH2:26][CH2:27][S:28]([N:31]1[CH2:36][CH2:35][N:34]([CH3:37])[CH2:33][CH2:32]1)(=[O:30])=[O:29]>>[CH3:37][N:34]1[CH2:33][CH2:32][N:31]([S:28]([CH2:27][CH2:26][CH2:25][O:1][C:2]2[CH:3]=[CH:4][C:5]3[C:6]4[N:7]([CH2:21][CH2:22][N:23]=4)[C:8]([NH:12][C:13](=[O:20])[C:14]4[CH:19]=[CH:18][CH:17]=[N:16][CH:15]=4)=[N:9][C:10]=3[CH:11]=2)(=[O:30])=[O:29])[CH2:36][CH2:35]1.